Dataset: the Open Reaction Database (ORD), a public repository of structured organic reaction records. Task: describe an organic reaction: reactants, conditions, products, and yield Reactants: C(C1=CC=CC=C1)OC(=O)N1C(CCC1)(C(=O)O)C (1-(benzyloxycarbonyl)-2-methylpyrrolidine-2-carboxylic acid), ClCCl (dichloromethane). Run at time 8 hour. The product is ClC(=O)C1(N(CCC1)C(=O)OCC1=CC=CC=C1)C (benzyl 2-(chlorocarbonyl)-2-methylpyrrolidine-1-carboxylate). Reaction SMILES: [CH2:1]([O:8][C:9]([N:11]1[CH2:15][CH2:14][CH2:13][C:12]1([CH3:19])[C:16](O)=[O:17])=[O:10])[C:2]1[CH:7]=[CH:6][CH:5]=[CH:4][CH:3]=1.[Cl:20]CCl>>[Cl:20][C:16]([C:12]1([CH3:19])[CH2:13][CH2:14][CH2:15][N:11]1[C:9]([O:8][CH2:1][C:2]1[CH:7]=[CH:6][CH:5]=[CH:4][CH:3]=1)=[O:10])=[O:17]. Procedure: To a stirred solution of 1-(benzyloxycarbonyl)-2-methylpyrrolidine-2-carboxylic acid (1.0 g, 3.8 mmol) in anhydrous dichloromethane (10 mL) thionyl chloride (0.54 g, 4.56 mmol) was added drop wise at 0° C. After the addition, the solution was stirred at room temperature overnight. Solvent was removed in vacuum to give benzyl 2-(chlorocarbonyl)-2-methylpyrrolidine-1-carboxylate. Starting materials: C(C1=CC=CC=C1)OC(=O)N1[C@@H](C[C@@H]([C@H](C1)OCC=1C=CC2=C(N(CCO2)CCCOC)C1)C1=CC=C(C=C1)OC)CCOS(=O)(=O)C ((2S,4R,5R)-2-(2-methanesulfonyloxy-ethyl)-4-(4-methoxy-phenyl)-5-[4-(3-methoxy-propyl)-3,4-dihydro-2H-benzo[1,4]oxazin-6-ylmethoxy]-piperidine-1-carboxylic acid benzyl ester), solution, C[O-].[Na+] (sodium methoxide). The solvent is CN(C=O)C (N,N-dimethylformamide), CO (methanol), COC(C)(C)C (tert-butyl methyl ether). Conditions: time 5 hour. The product is C(C1=CC=CC=C1)OC(=O)N1[C@@H](C[C@@H]([C@H](C1)OCC=1C=CC2=C(N(CCO2)CCCOC)C1)C1=CC=C(C=C1)OC)CCOC ((2S,4R,5R)-2-(2-Methoxy-ethyl)-4-(4-methoxy-phenyl)-5-[4-(3-methoxy-propyl)-3,4-dihydro-2H-benzo[1,4]oxazin-6-ylmethoxy]-piperidine-1 carboxylic acid benzyl ester). As a reaction SMILES: [CH2:1]([O:8][C:9]([N:11]1[CH2:16][C@H:15]([O:17][CH2:18][C:19]2[CH:20]=[CH:21][C:22]3[O:27][CH2:26][CH2:25][N:24]([CH2:28][CH2:29][CH2:30][O:31][CH3:32])[C:23]=3[CH:33]=2)[C@@H:14]([C:34]2[CH:39]=[CH:38][C:37]([O:40][CH3:41])=[CH:36][CH:35]=2)[CH2:13][C@H:12]1[CH2:42][CH2:43][O:44]S(C)(=O)=O)=[O:10])[C:2]1[CH:7]=[CH:6][CH:5]=[CH:4][CH:3]=1.[CH3:49][O-].[Na+]>CN(C)C=O.CO.COC(C)(C)C>[CH2:1]([O:8][C:9]([N:11]1[CH2:16][C@H:15]([O:17][CH2:18][C:19]2[CH:20]=[CH:21][C:22]3[O:27][CH2:26][CH2:25][N:24]([CH2:28][CH2:29][CH2:30][O:31][CH3:32])[C:23]=3[CH:33]=2)[C@@H:14]([C:34]2[CH:39]=[CH:38][C:37]([O:40][CH3:41])=[CH:36][CH:35]=2)[CH2:13][C@H:12]1[CH2:42][CH2:43][O:44][CH3:49])=[O:10])[C:2]1[CH:7]=[CH:6][CH:5]=[CH:4][CH:3]=1 |f:1.2|. Reported procedure: To a solution of 0.10 g of (2S,4R,5R)-2-(2-methanesulfonyloxy-ethyl)-4-(4-methoxy-phenyl)-5-[4-(3-methoxy-propyl)-3,4-dihydro-2H-benzo[1,4]oxazin-6-ylmethoxy]-piperidine-1-carboxylic acid benzyl ester in 2.0 ml of N,N-dimethylformamide are added 0.060 ml of a 5M solution of sodium methoxide in methanol at room temperature. The reaction mixture is stirred for 5 hours, diluted with tert-butyl methyl ether, washed with 1N hydrochloric acid and the organic phase is dried over sodium sulfate. The org... The reactants are BrC1=C(SC2=C1N=CNC2=O)Cl (7-bromo-6-chlorothieno[3,2-d]pyrimidin-4(3H)-one), CO[C@H]1[C@@H](N(CCC1)C(=O)OCC=C)CC(CBr)=O (allyl trans-3-methoxy-2-(3-bromo-2-oxopropyl)-1-piperidinecarboxylate). Yields the product BrC1=C(SC2=C1N=CN(C2=O)CC(C[C@@H]2N(CCC[C@H]2OC)C(=O)OCC=C)=O)Cl (Allyl trans-2-[3-(7-Bromo-6-chloro-3,4-dihydro-4-oxothieno[3,2-d]pyrimidin-3-yl)-2-oxopropyl]-3-methoxy-1-piperidinecarboxylate). Reaction SMILES: [Br:1][C:2]1[C:6]2[N:7]=[CH:8][NH:9][C:10](=[O:11])[C:5]=2[S:4][C:3]=1[Cl:12].[CH3:13][O:14][C@@H:15]1[CH2:20][CH2:19][CH2:18][N:17]([C:21]([O:23][CH2:24][CH:25]=[CH2:26])=[O:22])[C@H:16]1[CH2:27][C:28](=[O:31])[CH2:29]Br>>[Br:1][C:2]1[C:6]2[N:7]=[CH:8][N:9]([CH2:29][C:28](=[O:31])[CH2:27][C@H:16]3[C@H:15]([O:14][CH3:13])[CH2:20][CH2:19][CH2:18][N:17]3[C:21]([O:23][CH2:24][CH:25]=[CH2:26])=[O:22])[C:10](=[O:11])[C:5]=2[S:4][C:3]=1[Cl:12]. Reported procedure: According to the method of Example 4, 0.662 g (0.0025 mole) of 7-bromo-6-chlorothieno[3,2-d]pyrimidin-4(3H)-one and 1.24 g (0.0037 mole) of allyl trans-3-methoxy-2-(3-bromo-2-oxopropyl)-1-piperidinecarboxylate were combined to give the title compound: yield 0.90 g (69%); 1H-nmr (CDCl3) delta 1.3-2.1 ppm (multiplet, 4H, OCHCH2CH2CH2N), 2.7-3.1 (multiplet, 4H, COCH2CH and NCH2), 3.3 (broad singlet, 1H, CH2CHNCO), 3.4 (singlet, 3HOCH3), 4.0 (broad doublet, 1H, CHOCH3), 4.6 (broad doublet, 2H, CH2CH... The product is COc1cc(C=O)ccc1OCC(=O)c1cc(C(C)(C)C)c(O)c(C(C)(C)C)c1. Reaction SMILES: [Br:20][CH2:21][C:22](=[O:23])[c:24]1[cH:25][c:26]([C:35]([CH3:36])([CH3:37])[CH3:38])[c:27]([OH:34])[c:28]([C:30]([CH3:31])([CH3:32])[CH3:33])[cH:29]1.[C:14](=[O:15])([O-:16])[O-:17].[CH3:40][CH2:41][O:42][C:43](=[O:44])[CH3:45].[ClH:39].[I-:13].[K+:18].[K+:19].[Na+:12].[OH:1][c:2]1[c:3]([O:10][CH3:11])[cH:4][c:5]([CH:6]=[O:7])[cH:8][cH:9]1>>[O:1]([c:2]1[c:3]([O:10][CH3:11])[cH:4][c:5]([CH:6]=[O:7])[cH:8][cH:9]1)[CH2:21][C:22](=[O:23])[c:24]1[cH:25][c:26]([C:35]([CH3:36])([CH3:37])[CH3:38])[c:27]([OH:34])[c:28]([C:30]([CH3:31])([CH3:32])[CH3:33])[cH:29]1. The reactants are CC(C)(C)c1cc(C(=O)CBr)cc(C(C)(C)C)c1O, O=C([O-])[O-], CCOC(C)=O, Cl, [I-], [K+], [K+], [Na+], COc1cc(C=O)ccc1O. Reactants: C=CC#N, Nc1cccc(I)c1. The product is N#CCCNc1cccc(I)c1. RXN SMILES: [CH2:9]=[CH:10][C:11]#[N:12].[I:1][c:2]1[cH:3][c:4]([NH2:5])[cH:6][cH:7][cH:8]1>>[I:1][c:2]1[cH:3][c:4]([NH:5][CH2:9][CH2:10][C:11]#[N:12])[cH:6][cH:7][cH:8]1.